From a dataset of the Open Reaction Database (ORD), a public repository of structured organic reaction records. describe an organic reaction: reactants, conditions, products, and yield Reactants: Cl (hydrochloric acid), Cl (hydrochloride), OC(CN1CCN(CC1)C(=O)C=1C=C2CCC(NC2=CC1)=O)C (6-[4-(2-hydroxypropyl)-1-piperazinylcarbonyl]-3,4-dihydrocarbostyril), C([O-])(O)=O.[Na+] (sodium bicarbonate), C(C)(=O)Cl (acetyl chloride). Solvent: CO (methanol), ClCCl (dichloromethane), C(C)N(CC)CC (triethylamine). The product is Cl.C(C)(=O)OC(CN1CCN(CC1)C(=O)C=1C=C2CCC(NC2=CC1)=O)C (6-[4-(2-acetoxypropyl)-1-piperazinylcarbonyl]-3,4-dihydrocarbostyril monohydrochloride). As a reaction SMILES: [OH:1][CH:2]([CH3:23])[CH2:3][N:4]1[CH2:9][CH2:8][N:7]([C:10]([C:12]2[CH:13]=[C:14]3[C:19](=[CH:20][CH:21]=2)[NH:18][C:17](=[O:22])[CH2:16][CH2:15]3)=[O:11])[CH2:6][CH2:5]1.[C:24]([Cl:27])(=[O:26])[CH3:25].C(=O)(O)[O-].[Na+].Cl>ClCCl.CO.C(N(CC)CC)C>[ClH:27].[C:24]([O:1][CH:2]([CH3:23])[CH2:3][N:4]1[CH2:9][CH2:8][N:7]([C:10]([C:12]2[CH:13]=[C:14]3[C:19](=[CH:20][CH:21]=2)[NH:18][C:17](=[O:22])[CH2:16][CH2:15]3)=[O:11])[CH2:6][CH2:5]1)(=[O:26])[CH3:25] |f:2.3,8.9|. Procedure: 0.5 Gram of 6-[4-(2-hydroxypropyl)-1-piperazinylcarbonyl]-3,4-dihydrocarbostyril and 0.3 ml of triethylamine were dissolved in 10 ml of dichloromethane, the mixture was stirred at a room temperature, 0.15 g of acetyl chloride was added slowly thereto and further stirred at a room temperature for 1 hour. The reaction mixture was poured into a saturated sodium bicarbonate aqueous solution and extracted with chloroform. The organic layer was washed with water and a saturated sodium chloride aqueous...